This data is from the Open Reaction Database (ORD), a public repository of structured organic reaction records. The task is: describe an organic reaction: reactants, conditions, products, and yield Starting materials: C1(CCCCC1)N (Cyclohexylamine), ClC1=CC=C(C=C1)N1C(=NC(=C1CN1CCCC1)C(=O)OCC)C1=C(C=C(C=C1)Cl)Cl (ethyl 1-(4-chlorophenyl)2-(2,4-dichlorophenyl)-5-(pyrolidin-1-ylmethyl)-1H-imidazole4-carboxylate), [Al](C)(C)C ((CH3)3Al), solution, C(=O)(O)[O-].[Na+] (NaHCO3). The solvent is ClCCl (dichloromethane), CCCCCCC (heptane). Reaction conditions: time 10 minute. Product: C1(CCCCC1)NC(=O)C=1N=C(N(C1CN1CCCC1)C1=CC=C(C=C1)Cl)C1=C(C=C(C=C1)Cl)Cl (N-cyclohexyl-1-(4-chlorophenyl )-2-(2,4-dichlorophenyl)-5-(pyrrolidin-1-ylmethyl)-1H-imidazole-4-carboxamide), compound 1. Yield: 53.0%. Reaction SMILES: [CH:1]1([NH2:7])[CH2:6][CH2:5][CH2:4][CH2:3][CH2:2]1.[Al](C)(C)C.[Cl:12][C:13]1[CH:18]=[CH:17][C:16]([N:19]2[C:23]([CH2:24][N:25]3[CH2:29][CH2:28][CH2:27][CH2:26]3)=[C:22]([C:30](OCC)=[O:31])[N:21]=[C:20]2[C:35]2[CH:40]=[CH:39][C:38]([Cl:41])=[CH:37][C:36]=2[Cl:42])=[CH:15][CH:14]=1.C([O-])(O)=O.[Na+]>ClCCl.CCCCCCC>[CH:1]1([NH:7][C:30]([C:22]2[N:21]=[C:20]([C:35]3[CH:40]=[CH:39][C:38]([Cl:41])=[CH:37][C:36]=3[Cl:42])[N:19]([C:16]3[CH:15]=[CH:14][C:13]([Cl:12])=[CH:18][CH:17]=3)[C:23]=2[CH2:24][N:25]2[CH2:29][CH2:28][CH2:27][CH2:26]2)=[O:31])[CH2:6][CH2:5][CH2:4][CH2:3][CH2:2]1 |f:3.4|. Procedure details: Part C: Cyclohexylamine (0.91 ml, 8 mmol) is dissolved in dichloromethane (20 ml) and (CH3)3Al (4 ml of a 2 M solution in heptane, 8 mmol) is added. The resulting mixture is stirred for 10 minutes at room temperature and ethyl 1-(4-chlorophenyl)2-(2,4-dichlorophenyl)-5-(pyrolidin-1-ylmethyl)-1H-imidazole4-carboxylate (1.8 gram, 3.8 mmol) is added. The resulting mixture is stirred at room temperature for 16 hours, poured into an aqueous NaHCO3 solution, stirred for 30 minutes and filtered over hy... Reactants: Cl (Hydrogen chloride), C(C1=CC=CC=C1)(=O)NC=1SC[C@H]2[C@@](N1)(CN(C2)C(=O)OC(C)(C)C)C2=CC=NS2 (tert-butyl (4aR,7aR)-2-benzamido-7a-isothiazol-5-yl-4,4a,5,7-tetrahydropyrrolo[3,4-d][1,3]thiazine-6-carboxylate). Solvent: CC(C)O (2-propanol), CC(C)O (2-propanol), CC(C)(C)OC (MTBE). Conditions: time 18 hour. The product is Cl.S1N=CC=C1[C@@]12N=C(SC[C@@H]1CNC2)NC(C2=CC=CC=C2)=O (N-[(4aR,7aR)-7a-Isothiazol-5-yl-4a,5,6,7-tetrahydro-4H-pyrrolo[3,4-d][1,3]thiazin-2-yl]benzamide hydrochloride). Yield: 98.0%. Reaction SMILES: [ClH:1].[C:2]([NH:10][C:11]1[S:12][CH2:13][C@@H:14]2[CH2:19][N:18](C(OC(C)(C)C)=O)[CH2:17][C@:15]2([C:27]2[S:31][N:30]=[CH:29][CH:28]=2)[N:16]=1)(=[O:9])[C:3]1[CH:8]=[CH:7][CH:6]=[CH:5][CH:4]=1>CC(O)C.CC(OC)(C)C>[ClH:1].[S:31]1[C:27]([C@:15]23[CH2:17][NH:18][CH2:19][C@H:14]2[CH2:13][S:12][C:11]([NH:10][C:2](=[O:9])[C:3]2[CH:8]=[CH:7][CH:6]=[CH:5][CH:4]=2)=[N:16]3)=[CH:28][CH:29]=[N:30]1 |f:4.5|. Reported procedure: Hydrogen chloride 6 M in 2-propanol (1.65 L, 9.9 mol) is added to tert-butyl (4aR,7aR)-2-benzamido-7a-isothiazol-5-yl-4,4a,5,7-tetrahydropyrrolo[3,4-d][1,3]thiazine-6-carboxylate (200 g, 449.9 mol) in 2-propanol (1.6 L) at 22° C. and stirred for 18 hours. The mixture is concentrated to give a white solid. The solid is diluted with MTBE (1 L), stirred at 22° C. for 1 hour, filtered and dried under vacuum to constant weight to give the title compound (170 g, 98%). ES/MS (m/e): 345.0 (M+H). Reactants: O=C1CCC(=O)N1Br, O=C(OOC(=O)c1ccccc1)c1ccccc1, Cc1ccc2ccc(=O)oc2c1, ClC(Cl)Cl. The product is O=c1ccc2ccc(CBr)cc2o1. As a reaction SMILES: [Br:31][N:32]1[C:33](=[O:34])[CH2:35][CH2:36][C:37]1=[O:38].[C:13]([O:14][O:15][C:16](=[O:17])[c:18]1[cH:19][cH:20][cH:21][cH:22][cH:23]1)(=[O:24])[c:25]1[cH:26][cH:27][cH:28][cH:29][cH:30]1.[CH3:1][c:2]1[cH:3][cH:4][c:5]2[cH:6][cH:7][c:8](=[O:12])[o:9][c:10]2[cH:11]1.[CH:39]([Cl:40])([Cl:41])[Cl:42]>>[CH2:1]([c:2]1[cH:3][cH:4][c:5]2[cH:6][cH:7][c:8](=[O:12])[o:9][c:10]2[cH:11]1)[Br:31]. The yield is 81.5%. Starting materials: monohydrate, N(N)C(=O)OCC1=CC=CC=C1 (Benzyl hydrazinecarboxylate), C(C)(C)(C)OC(=O)N1[C@@H](CCC1)C(=O)O ((S)-1-(tert-butoxycarbonyl)pyrrolidine-2-carboxylic acid), ON1N=NC2=C1C=CC=C2 (1-hydroxybenzotriazole), Cl.C(C)N=C=NCCCN(C)C (N-ethyl-N′-(3-dimethylaminopropyl)carbodiimide hydrochloride). Reaction SMILES: [C:1]([O:5][C:6]([N:8]1[CH2:12][CH2:11][CH2:10][C@H:9]1[C:13]([OH:15])=O)=[O:7])([CH3:4])([CH3:3])[CH3:2].Cl.C(N=C=NCCCN(C)C)C.ON1C2C=CC=CC=2N=N1.[NH:38]([C:40]([O:42][CH2:43][C:44]1[CH:49]=[CH:48][CH:47]=[CH:46][CH:45]=1)=[O:41])[NH2:39]>C(N(CC)CC)C.C(Cl)Cl>[CH2:43]([O:42][C:40]([NH:38][NH:39][C:13]([C@@H:9]1[CH2:10][CH2:11][CH2:12][N:8]1[C:6]([O:5][C:1]([CH3:2])([CH3:3])[CH3:4])=[O:7])=[O:15])=[O:41])[C:44]1[CH:49]=[CH:48][CH:47]=[CH:46][CH:45]=1 |f:1.2|. Reaction conditions: time 10 minute. The product is C(C1=CC=CC=C1)OC(=O)NNC(=O)[C@H]1N(CCC1)C(=O)OC(C)(C)C ((S)-tert-Butyl 2-(2-((benzyloxy)carbonyl)hydrazinecarbonyl)pyrrolidine-1-carboxylate). Solvent: C(C)N(CC)CC (triethylamine), C(Cl)Cl (methylene chloride). Procedure details: (S)-1-(tert-butoxycarbonyl)pyrrolidine-2-carboxylic acid (1.076 g, 5.00 mmol) was stirred under an argon atmosphere at room temperature with dehydrated methylene chloride (16 mL). Then, N-ethyl-N′-(3-dimethylaminopropyl)carbodiimide hydrochloride (EDC, 1.15 g), 1-hydroxybenzotriazole.monohydrate (HOBt.H2O, 0.918 g), and triethylamine (1.01 g) were added, followed by stirring for 10 minutes. Benzyl hydrazinecarboxylate (1.66 g) was added, followed by stirring for 18 hours. After completion of the... Reactants: CC1C[C@H]2CN[C@@H]([C@H]2C1)CNC(=O)C1=C(N=C2SC=CN21)C (6-methyl-imidazo[2,1-b]thiazole-5-carboxylic acid-[(1S,2S,5R)-7-methyl-3-aza-bicyclo[3.3.0]oct-2-ylmethyl]-amide), CC=1SC(=C(N1)C(=O)O)C1=CC(=CC=C1)C(F)(F)F (2-methyl-5-(3-trifluoromethyl-phenyl)thiazole-4-carboxylic acid). The product is CC1C[C@H]2CN([C@@H]([C@H]2C1)CNC(=O)C1=C(N=C2SC=CN21)C)C(=O)C=2N=C(SC2C2=CC(=CC=C2)C(F)(F)F)C (6-Methyl-imidazo[2,1-b]thiazole-5-carboxylic acid-(1S,2S,5R)-{7-methyl-3-[2-methyl-5-(3-trifluoromethyl-phenyl)-thiazole-4-carbonyl]-3-aza-bicyclo[3.3.0]oct-2-ylmethyl}-amide). Reaction SMILES: [CH3:1][CH:2]1[CH2:9][C@H:8]2[C@H:4]([CH2:5][NH:6][C@@H:7]2[CH2:10][NH:11][C:12]([C:14]2[N:21]3[C:17]([S:18][CH:19]=[CH:20]3)=[N:16][C:15]=2[CH3:22])=[O:13])[CH2:3]1.[CH3:23][C:24]1[S:25][C:26]([C:32]2[CH:37]=[CH:36][CH:35]=[C:34]([C:38]([F:41])([F:40])[F:39])[CH:33]=2)=[C:27]([C:29](O)=[O:30])[N:28]=1>>[CH3:1][CH:2]1[CH2:9][C@H:8]2[C@H:4]([CH2:5][N:6]([C:29]([C:27]3[N:28]=[C:24]([CH3:23])[S:25][C:26]=3[C:32]3[CH:37]=[CH:36][CH:35]=[C:34]([C:38]([F:41])([F:39])[F:40])[CH:33]=3)=[O:30])[C@@H:7]2[CH2:10][NH:11][C:12]([C:14]2[N:21]3[C:17]([S:18][CH:19]=[CH:20]3)=[N:16][C:15]=2[CH3:22])=[O:13])[CH2:3]1. Reported procedure: prepared by reaction of 6-methyl-imidazo[2,1-b]thiazole-5-carboxylic acid-[(1S,2S,5R)-7-methyl-3-aza-bicyclo[3.3.0]oct-2-ylmethyl]-amide with 2-methyl-5-(3-trifluoromethyl-phenyl)thiazole-4-carboxylic acid.